This data is from the Open Reaction Database (ORD), a public repository of structured organic reaction records. The task is: describe an organic reaction: reactants, conditions, products, and yield The reactants are BrB(Br)Br, COc1cc(Br)cc(Oc2ccc(S(C)(=O)=O)cc2)c1, ClCCl, [Na+], O=C([O-])O. Product: CS(=O)(=O)c1ccc(Oc2cc(O)cc(Br)c2)cc1. Reaction SMILES: [B:21]([Br:22])([Br:23])[Br:24].[Br:1][c:2]1[cH:3][c:4]([O:19][CH3:20])[cH:5][c:6]([O:8][c:9]2[cH:10][cH:11][c:12]([S:15](=[O:16])(=[O:17])[CH3:18])[cH:13][cH:14]2)[cH:7]1.[Cl:30][CH2:31][Cl:32].[Na+:25].[OH:26][C:27](=[O:28])[O-:29]>>[Br:1][c:2]1[cH:3][c:4]([OH:19])[cH:5][c:6]([O:8][c:9]2[cH:10][cH:11][c:12]([S:15](=[O:16])(=[O:17])[CH3:18])[cH:13][cH:14]2)[cH:7]1. Starting materials: Nc1cccc(Cl)c1, CCOC(=O)Cl, Cl, c1ccncc1. Product: CCOC(=O)Nc1cccc(Cl)c1. As a reaction SMILES: [Cl:1][c:2]1[cH:3][c:4]([NH2:5])[cH:6][cH:7][cH:8]1.[Cl:9][C:10](=[O:11])[O:12][CH2:13][CH3:14].[ClH:15].[cH:16]1[cH:17][cH:18][n:19][cH:20][cH:21]1>>[Cl:1][c:2]1[cH:3][c:4]([NH:5][C:10](=[O:11])[O:12][CH2:13][CH3:14])[cH:6][cH:7][cH:8]1.